From a dataset of the Open Reaction Database (ORD), a public repository of structured organic reaction records. describe an organic reaction: reactants, conditions, products, and yield The reactants are c1ccc2c(c1)CCNCC2, COc1ccc(C2CCN(c3c(C)c(C)c4c(c3C)C(O)C(C)(C)O4)CC2)cc1OC, CO, CCCCCC. Product: COc1ccc(C2CCN(c3c(C)c(C)c4c(c3C)C(N3CCc5ccccc5CC3)C(C)(C)O4)CC2)cc1OC. RXN SMILES: [CH2:1]1[CH2:2][NH:3][CH2:4][CH2:5][c:6]2[c:7]1[cH:8][cH:9][cH:10][cH:11]2.[CH3:12][O:13][c:14]1[cH:15][c:16]([CH:22]2[CH2:23][CH2:24][N:25]([c:28]3[c:29]([CH3:42])[c:30]([CH3:41])[c:31]4[c:32]([c:39]3[CH3:40])[CH:33]([OH:38])[C:34]([CH3:36])([CH3:37])[O:35]4)[CH2:26][CH2:27]2)[cH:17][cH:18][c:19]1[O:20][CH3:21].[CH3:43][OH:44].[CH3:45][CH2:46][CH2:47][CH2:48][CH2:49][CH3:50]>>[CH2:1]1[CH2:2][N:3]([CH:33]2[c:32]3[c:31]([c:30]([CH3:41])[c:29]([CH3:42])[c:28]([N:25]4[CH2:24][CH2:23][CH:22]([c:16]5[cH:15][c:14]([O:13][CH3:12])[c:19]([O:20][CH3:21])[cH:18][cH:17]5)[CH2:27][CH2:26]4)[c:39]3[CH3:40])[O:35][C:34]2([CH3:36])[CH3:37])[CH2:4][CH2:5][c:6]2[c:7]1[cH:8][cH:9][cH:10][cH:11]2. Starting materials: [Br-].CC1(CCOC2=CC=C(C=C12)C(C)[P+](C1=CC=CC=C1)(C1=CC=CC=C1)C1=CC=CC=C1)C (1-(4,4-dimethyl-6-chromanyl)ethyltriphenylphosphonium bromide), C(=O)C1=CC=C(C(=O)OC)C=C1 (methyl 4-formylbenzoate). Solvent: O1CC1CC (1,2-epoxybutane). Product: CC1(CCOC2=CC=C(C=C12)/C(=C/C1=CC=C(C(=O)OC)C=C1)/C)C (Methyl 4-[(E)-2-(4,4-Dimethyl-6-chromanyl)-2-methylvinyl]benzoate). The yield is 27.0%. Reaction SMILES: [Br-].[CH3:2][C:3]1([CH3:34])[C:12]2[C:7](=[CH:8][CH:9]=[C:10]([CH:13]([P+](C3C=CC=CC=3)(C3C=CC=CC=3)C3C=CC=CC=3)[CH3:14])[CH:11]=2)[O:6][CH2:5][CH2:4]1.[CH:35]([C:37]1[CH:46]=[CH:45][C:40]([C:41]([O:43][CH3:44])=[O:42])=[CH:39][CH:38]=1)=O>O1C(CC)C1>[CH3:34][C:3]1([CH3:2])[C:12]2[C:7](=[CH:8][CH:9]=[C:10](/[C:13](/[CH3:14])=[CH:35]/[C:37]3[CH:46]=[CH:45][C:40]([C:41]([O:43][CH3:44])=[O:42])=[CH:39][CH:38]=3)[CH:11]=2)[O:6][CH2:5][CH2:4]1 |f:0.1|. Procedure details: A solution of 2.0 g (3.8 mmol) of 1-(4,4-dimethyl-6-chromanyl)ethyltriphenylphosphonium bromide and 630 mg (3.8 mmol) of methyl 4-formylbenzoate in 100 ml of 1,2-epoxybutane was heated under reflux for 72 hours. The reaction mixture was then concentrated in vacuo to an oil. The oil was purified by column chromatography on silicic acid, eluting with ether-hexane (1:9). This afforded mg (27% yield) of the title compound as a solid, mp 92°-95° C.